This data is from the Open Reaction Database (ORD), a public repository of structured organic reaction records. The task is: describe an organic reaction: reactants, conditions, products, and yield Reactants: C(C1=CC=CC=C1)OC(CBr)=O (bromo-acetic acid benzyl ester), C(C)OP(OCC)OCC (phosphorous acid triethyl ester). Yields the product C(C1=CC=CC=C1)OC(CP(=O)(OCC)OCC)=O ((diethoxy-phosphoryl)-acetic acid benzyl ester). Yield: 80.3%. RXN SMILES: [CH2:1]([O:8][C:9](=[O:12])[CH2:10]Br)[C:2]1[CH:7]=[CH:6][CH:5]=[CH:4][CH:3]=1.[CH2:13]([O:15][P:16]([O:20]CC)[O:17][CH2:18][CH3:19])[CH3:14]>>[CH2:1]([O:8][C:9](=[O:12])[CH2:10][P:16]([O:17][CH2:18][CH3:19])([O:15][CH2:13][CH3:14])=[O:20])[C:2]1[CH:7]=[CH:6][CH:5]=[CH:4][CH:3]=1. Reported procedure: The mixture of bromo-acetic acid benzyl ester (229 g, 1.0 mol) and phosphorous acid triethyl ester (166 g, 1.0 mol) was stirred at reflux for 10 hrs and the solvent was evaporated in vacuo to give crude (diethoxy-phosphoryl)-acetic acid benzyl ester (230 g) which was directly used for next step. Product: Cl.Cl.ClC1=C(C=CC=C1)C=1C2=C(N(CCN1)C(NCCN1CCCCC1)=O)SC(=C2)CC (5-o-chlorophenyl-7-ethyl-1-(2-piperidinoethylcarbamoyl)-2,3-dihydro-1H-thieno[2,3-e][1,4]diazepine dihydrochloride). Reaction conditions: temperature 60 celsius, time 24 hour. The solvent is N1=CC=CC=C1 (pyridine). Procedure: To a solution of 5.8 g of 5-o-chlorophenyl-7-ethyl-2,3-dihydro-1H-thieno[2,3-e][1,4]diazepine in 50 ml of pyridine is added 4.2 g of 2-piperidinoethylcarbamoyl chloride, and the mixture is stirred for 24 hours at 60° C. Then pyridine is evaporated under reduced pressure, and to the residue is added acetone to crystallize. The crude crystals obtained are recrystallized from ethanol to give 5-o-chlorophenyl-7-ethyl-1-(2-piperidinoethylcarbamoyl)-2,3-dihydro-1H-thieno[2,3-e][1,4]diazepine dihydroch... Starting materials: ClC1=C(C=CC=C1)C=1C2=C(NCCN1)SC(=C2)CC (5-o-chlorophenyl-7-ethyl-2,3-dihydro-1H-thieno[2,3-e][1,4]diazepine), N1(CCCCC1)CCNC(=O)Cl (2-piperidinoethylcarbamoyl chloride). Reaction SMILES: [Cl:1][C:2]1[CH:7]=[CH:6][CH:5]=[CH:4][C:3]=1[C:8]1[C:9]2[CH:17]=[C:16]([CH2:18][CH3:19])[S:15][C:10]=2[NH:11][CH2:12][CH2:13][N:14]=1.[N:20]1([CH2:26][CH2:27][NH:28][C:29]([Cl:31])=[O:30])[CH2:25][CH2:24][CH2:23][CH2:22][CH2:21]1>N1C=CC=CC=1>[ClH:1].[ClH:31].[Cl:1][C:2]1[CH:7]=[CH:6][CH:5]=[CH:4][C:3]=1[C:8]1[C:9]2[CH:17]=[C:16]([CH2:18][CH3:19])[S:15][C:10]=2[N:11]([C:29](=[O:30])[NH:28][CH2:27][CH2:26][N:20]2[CH2:25][CH2:24][CH2:23][CH2:22][CH2:21]2)[CH2:12][CH2:13][N:14]=1 |f:3.4.5|. Reactants: COc1c(C)cc(NC2(CC(=O)O)CCC2)cc1C, Cc1ccccc1, O. The product is COc1c(C)cc2c(c1C)C(=O)CC1(CCC1)N2. RXN SMILES: [CH3:1][O:2][c:3]1[c:4]([CH3:19])[cH:5][c:6]([NH:10][C:11]2([CH2:15][C:16](=[O:17])[OH:18])[CH2:12][CH2:13][CH2:14]2)[cH:7][c:8]1[CH3:9].[CH3:21][c:22]1[cH:23][cH:24][cH:25][cH:26][cH:27]1.[OH2:20]>>[CH3:1][O:2][c:3]1[c:4]([CH3:19])[c:5]2[c:6]([cH:7][c:8]1[CH3:9])[NH:10][C:11]1([CH2:12][CH2:13][CH2:14]1)[CH2:15][C:16]2=[O:18]. The reactants are hydrochloride salt, N (NH3), ON=C(C=1C=NC=NC1)Cl (N-Hydroxypyrimidine-5-carbimidoyl chloride), C(#C)C1=CC(=C(C=C1)F)F (4-ethynyl-1,2-difluorobenzene). The product is FC=1C=C(C=CC1F)C1=CC(=NO1)C=1C=NC=NC1 (5-(3,4-Difluorophenyl)-3-(pyrimidin-5-yl)isoxazole). As a reaction SMILES: [OH:1][N:2]=[C:3](Cl)[C:4]1[CH:5]=[N:6][CH:7]=[N:8][CH:9]=1.[C:11]([C:13]1[CH:18]=[CH:17][C:16]([F:19])=[C:15]([F:20])[CH:14]=1)#[CH:12].N>>[F:20][C:15]1[CH:14]=[C:13]([C:11]2[O:1][N:2]=[C:3]([C:4]3[CH:5]=[N:6][CH:7]=[N:8][CH:9]=3)[CH:12]=2)[CH:18]=[CH:17][C:16]=1[F:19]. Reported procedure: The titled compound was prepared as the hydrochloride salt according to Method CB using the product of Example 44B (79 mg, 0.5 mmol) and 4-ethynyl-1,2-difluorobenzene (Apollo, 69 mg, 0.5 mmol). 1H NMR (300 MHz, DMSO-d6) δ 7.71 (ddd, J=10.5, 8.3, 8.3 Hz, 1H), 7.77-7.86 (m, 2H), 8.04 (ddd, J=11.4, 7.6, 2.0 Hz, 1 H), 9.31 (s, 2H), 9.35 (s, 1H) ppm; MS (DCI/NH3) m/z 260 (M+H)+. The reactants are C(CCCCCCC)OC=1C=NC(=NC1)C1=CC=C(C=C1)O (5-octyloxy-2-(4-hydroxyphenyl)pyrimidine), CS(=O)(=O)OOCCC(CCCCCCCC)F (3-fluoroundecyloxy methanesulfonate). Yields the product C(CCCCCCC)OC=1C=NC(=NC1)C1=CC=C(C=C1)OCC[C@@H](CCCCCCCC)F ((R)-5-Octyloxy-2-[4-(3-fluoroundecyloxy)phenyl]pyrimidine). Yield: 19.5%. As a reaction SMILES: [CH2:1]([O:9][C:10]1[CH:11]=[N:12][C:13]([C:16]2[CH:21]=[CH:20][C:19]([OH:22])=[CH:18][CH:17]=2)=[N:14][CH:15]=1)[CH2:2][CH2:3][CH2:4][CH2:5][CH2:6][CH2:7][CH3:8].CS(OO[CH2:29][CH2:30][CH:31]([F:40])[CH2:32][CH2:33][CH2:34][CH2:35][CH2:36][CH2:37][CH2:38][CH3:39])(=O)=O>>[CH2:1]([O:9][C:10]1[CH:15]=[N:14][C:13]([C:16]2[CH:17]=[CH:18][C:19]([O:22][CH2:29][CH2:30][C@H:31]([F:40])[CH2:32][CH2:33][CH2:34][CH2:35][CH2:36][CH2:37][CH2:38][CH3:39])=[CH:20][CH:21]=2)=[N:12][CH:11]=1)[CH2:2][CH2:3][CH2:4][CH2:5][CH2:6][CH2:7][CH3:8]. Reported procedure: The titled compound was synthesized from 5-octyloxy-2-(4-hydroxyphenyl)pyrimidine and 3-fluoroundecyloxy methanesulfonate.